Task: describe an organic reaction: reactants, conditions, products, and yield. Dataset: the Open Reaction Database (ORD), a public repository of structured organic reaction records The reactants are [Br-], COc1ccccc1S(=O)(=O)N1CCN(c2cnc3ccc(Br)cc3n2)CC1, O=S(=O)(Nc1cncc(Br)c1)C1CC1, O=C([O-])[O-], C1COCCO1, CC(=O)[O-], [K+], [K+], [K+]. The product is COc1ccccc1S(=O)(=O)N1CCN(c2cnc3ccc(-c4cncc(NS(=O)(=O)C5CC5)c4)cc3n2)CC1. RXN SMILES: [Br-:34].[Br:1][c:2]1[cH:3][cH:4][c:5]2[n:6][cH:7][c:8]([N:12]3[CH2:13][CH2:14][N:15]([S:18](=[O:19])(=[O:20])[c:21]4[c:22]([O:27][CH3:28])[cH:23][cH:24][cH:25][cH:26]4)[CH2:16][CH2:17]3)[n:9][c:10]2[cH:11]1.[Br:35][c:36]1[cH:37][c:38]([NH:42][S:43](=[O:44])(=[O:45])[CH:46]2[CH2:47][CH2:48]2)[cH:39][n:40][cH:41]1.[C:49](=[O:50])([O-:51])[O-:52].[CH2:55]1[O:56][CH2:57][CH2:58][O:59][CH2:60]1.[CH3:30][C:31](=[O:32])[O-:33].[K+:29].[K+:53].[K+:54]>>[c:2]1(-[c:36]2[cH:37][c:38]([NH:42][S:43](=[O:44])(=[O:45])[CH:46]3[CH2:47][CH2:48]3)[cH:39][n:40][cH:41]2)[cH:3][cH:4][c:5]2[n:6][cH:7][c:8]([N:12]3[CH2:13][CH2:14][N:15]([S:18](=[O:19])(=[O:20])[c:21]4[c:22]([O:27][CH3:28])[cH:23][cH:24][cH:25][cH:26]4)[CH2:16][CH2:17]3)[n:9][c:10]2[cH:11]1. Starting materials: ClC1=C2C=C(N(C2=CC(=C1)OC1=CC=C(C=C1)C=O)C)C(=O)OCC (ethyl 4-chloro-6-[4-formylphenoxy)-1-methyl-2-indolecarboxylate), [BH4-].[Na+] (sodium borohydride). The solvent is C(C)O (ethanol). Reaction conditions: temperature 0 celsius, time 2 hour. Product: ClC1=C2C=C(N(C2=CC(=C1)OC1=CC=C(C=C1)CO)C)C(=O)OCC (ethyl 4-chloro-6-[4-(hydroxymethyl)phenoxy]-1-methyl-2-indolecarboxylate). The yield is 100.4%. Reaction SMILES: [Cl:1][C:2]1[CH:10]=[C:9]([O:11][C:12]2[CH:17]=[CH:16][C:15]([CH:18]=[O:19])=[CH:14][CH:13]=2)[CH:8]=[C:7]2[C:3]=1[CH:4]=[C:5]([C:21]([O:23][CH2:24][CH3:25])=[O:22])[N:6]2[CH3:20].[BH4-].[Na+]>C(O)C>[Cl:1][C:2]1[CH:10]=[C:9]([O:11][C:12]2[CH:13]=[CH:14][C:15]([CH2:18][OH:19])=[CH:16][CH:17]=2)[CH:8]=[C:7]2[C:3]=1[CH:4]=[C:5]([C:21]([O:23][CH2:24][CH3:25])=[O:22])[N:6]2[CH3:20] |f:1.2|. Procedure details: A mixture of 0.90 g (2.52 mmol) of ethyl 4-chloro-6-[4-formylphenoxy)-1-methyl-2-indolecarboxylate, 0.10 g (2.52 mmol) of sodium borohydride and 20 ml of ethanol was stirred at 0° C. for 2 hours. The reaction mixture was poured onto ice water. The resulting mixture was then extracted three times with ethyl acetate. The combined extracts were washed with saturated sodium chloride aqueous solution. After drying over anhydrous magnesium sulfate, the solvent was distilled off under reduced pressure ... The reactants are C(C1=CC=CC=C1)(=O)N1[C@H](C(=O)O)C[C@@H](C1)O ((cis)-1-benzoyl-4-hydroxy-L-proline), N12CCCCCC2=NCCC1 (1,8-diazabicyclo[5.4.0]- undec-7-ene), C(C1=CC=CC=C1)Br (benzyl bromide), C(C1=CC=CC=C1)Br (benzyl bromide). The solvent is CC(=O)C (acetone). Reaction conditions: time 10 minute. Product: C(C1=CC=CC=C1)(=O)N1[C@H](C(=O)OCC2=CC=CC=C2)C[C@@H](C1)O ((cis)-1-Benzoyl-4-hydroxy-L-proline, benzyl ester). As a reaction SMILES: [C:1]([N:9]1[CH2:16][C@@H:15]([OH:17])[CH2:14][C@H:10]1[C:11]([OH:13])=[O:12])(=[O:8])[C:2]1[CH:7]=[CH:6][CH:5]=[CH:4][CH:3]=1.N12CCCN=C1CCCCC2.[CH2:29](Br)[C:30]1[CH:35]=[CH:34][CH:33]=[CH:32][CH:31]=1>CC(C)=O>[C:1]([N:9]1[CH2:16][C@@H:15]([OH:17])[CH2:14][C@H:10]1[C:11]([O:13][CH2:29][C:30]1[CH:35]=[CH:34][CH:33]=[CH:32][CH:31]=1)=[O:12])(=[O:8])[C:2]1[CH:7]=[CH:6][CH:5]=[CH:4][CH:3]=1. Procedure details: A solution of (cis)-1-benzoyl-4-hydroxy-L-proline (7.074 gm, 30.1 mmole) in acetone was treated dropwise with 1,8-diazabicyclo[5.4.0]- undec-7-ene (5.4 ml, 36.1 mmole) while cooling with a water bath. After stirring under argon for 10 minutes, benzyl bromide (4.3 ml, 36.1 mmole) was added dropwise. After stirring for 3 hours at room temperature, an additional aliquot (0.25 ml) of benzyl bromide was added. The reaction was stirred overnight and the acetone removed in vacuo. The residue was partit... Starting materials: C(OC\C=C\C1=CC=CC=C1)(OC)=O ((E)-cinnamyl methyl carbonate), 1,1′-Dinaphthyl-2,2′-di-(S,S)-1-phenylethylphosphoramidite, [Ir(COD)Cl]2, COCCN (2-methoxyethylamine). Solvent: CCOCC (ether), CCO (EtOH). Reaction conditions: temperature 50 celsius, time 1.5 hour. The product is COCCN[C@@H](C=C)C1=CC=CC=C1 ((1S)-N-(2-methoxyethyl)-1-phenylprop-2-en-1-amine). The yield is 75.4%. RXN SMILES: C(=O)(OC)O[CH2:3]/[CH:4]=[CH:5]/[C:6]1[CH:11]=[CH:10][CH:9]=[CH:8][CH:7]=1.[CH3:15][O:16][CH2:17][CH2:18][NH2:19]>CCO.CCOCC>[CH3:15][O:16][CH2:17][CH2:18][NH:19][C@H:5]([C:6]1[CH:7]=[CH:8][CH:9]=[CH:10][CH:11]=1)[CH:4]=[CH2:3]. Procedure: To a solution of (E)-cinnamyl methyl carbonate (0.50 g) in EtOH (10 mL) at RT under N2 was added the (S)-(1,1′-Dinaphthyl-2,2′-di-(S,S)-1-phenylethylphosphoramidite (0.140 g), [Ir(COD)Cl]2 (0.035 g) and 2-methoxyethylamine (0.39 g). The reaction mixture was stirred at 50° C. for 1.5 h, then cooled to RT. The reaction mixture was diluted with ether and washed with 2N HCl (×3). The combined acidic aqueous layer was made basic with aqueous 2N NaOH and extracted with DCM (×3). The combined DCM layer... The reactants are C(C)(C)(C)OC(=O)N1CCC(CC1)=O (1-(tert-Butoxycarbonyl)-4-piperidone), FC1=CC=C(N)C=C1 (4-fluoroaniline). Yields the product C(C)(C)(C)OC(=O)N1CCC(CC1)NC1=CC=C(C=C1)F (1-(tert-Butoxycarbonyl)-4-[(4-fluorophenyl)amino]piperidine). Reaction SMILES: [C:1]([O:5][C:6]([N:8]1[CH2:13][CH2:12][C:11](=O)[CH2:10][CH2:9]1)=[O:7])([CH3:4])([CH3:3])[CH3:2].[F:15][C:16]1[CH:22]=[CH:21][C:19]([NH2:20])=[CH:18][CH:17]=1>>[C:1]([O:5][C:6]([N:8]1[CH2:13][CH2:12][CH:11]([NH:20][C:19]2[CH:21]=[CH:22][C:16]([F:15])=[CH:17][CH:18]=2)[CH2:10][CH2:9]1)=[O:7])([CH3:4])([CH3:3])[CH3:2]. Reported procedure: 1-(tert-Butoxycarbonyl)-4-piperidone (5.00 g) and 4-fluoroaniline (2.66 g) was treated in the same manner as described in Preparation Example 37 to give white crystalline powder of the title compound. Starting materials: ClC(C(C(=O)NC1=C(C=C(C=C1[N+](=O)[O-])C(F)(F)F)[N+](=O)[O-])(F)F)(F)F (3-chloro-N-(2,6-dinitro-4-trifluoromethylphenyl)-2,2,3,3-tetrafluoropropionamide), P(Cl)(Cl)(Cl)(Cl)Cl (phosphorous pentachloride), C(O)([O-])=O.[Na+] (sodium hydrogencarbonate). The solvent is C1(=CC=CC=C1)C (toluene). Yields the product ClC(C(C(=NC1=C(C=C(C=C1[N+](=O)[O-])C(F)(F)F)[N+](=O)[O-])Cl)(F)F)(F)F (3-chloro-N-(2,6-dinitro-4-trifluoromethylphenyl)-2,2,3,3-tetrafluoropropionimidoyl chloride). Reaction SMILES: [Cl:1][C:2]([F:26])([F:25])[C:3]([F:24])([F:23])[C:4]([NH:6][C:7]1[C:12]([N+:13]([O-:15])=[O:14])=[CH:11][C:10]([C:16]([F:19])([F:18])[F:17])=[CH:9][C:8]=1[N+:20]([O-:22])=[O:21])=O.P(Cl)(Cl)(Cl)(Cl)[Cl:28].C(=O)([O-])O.[Na+]>C1(C)C=CC=CC=1>[Cl:1][C:2]([F:26])([F:25])[C:3]([F:24])([F:23])[C:4]([Cl:28])=[N:6][C:7]1[C:12]([N+:13]([O-:15])=[O:14])=[CH:11][C:10]([C:16]([F:19])([F:18])[F:17])=[CH:9][C:8]=1[N+:20]([O-:22])=[O:21] |f:2.3|. Procedure details: A mixture of 0.41 g (1.0 mmol) of 3-chloro-N-(2,6-dinitro-4-trifluoromethylphenyl)-2,2,3,3-tetrafluoropropionamide, 0.31 g (1.5 mmol) of phosphorous pentachloride, and 2 ml of toluene was heated under reflux for 6 hours. The reaction mixture was poured into saturated aqueous sodium hydrogencarbonate solution, which was extracted with ethyl acetate. The organic layer was washed with saturated aqueous sodium chloride solution, dried over anhydrous magnesium sulfate, and then concentrated under red...